Dataset: the Open Reaction Database (ORD), a public repository of structured organic reaction records. Task: describe an organic reaction: reactants, conditions, products, and yield Starting materials: BrCc1ccccc1, [K+], [K+], Nc1c(O)cccc1[N+](=O)[O-], O=C([O-])[O-], CN(C)C=O, O. The product is Nc1c(OCc2ccccc2)cccc1[N+](=O)[O-]. As a reaction SMILES: [Br:12][CH2:13][c:14]1[cH:15][cH:16][cH:17][cH:18][cH:19]1.[K+:20].[K+:21].[NH2:1][c:2]1[c:3]([OH:11])[cH:4][cH:5][cH:6][c:7]1[N+:8](=[O:9])[O-:10].[O-:22][C:23]([O-:24])=[O:25].[O:26]=[CH:27][N:28]([CH3:29])[CH3:30].[OH2:31]>>[NH2:1][c:2]1[c:3]([O:11][CH2:13][c:14]2[cH:15][cH:16][cH:17][cH:18][cH:19]2)[cH:4][cH:5][cH:6][c:7]1[N+:8](=[O:9])[O-:10]. The reactants are CN(C)CC1=CC=C(C=C1)C1=CN=C(C2=CC=CC(=C12)O)OC (4-[4-(dimethylaminomethyl)phenyl]-5-hydroxy-1-methoxyisoquinoline), Br (hydrobromic acid), O (water), O (Water). Run in C(C)(=O)O (acetic acid). Yields the product CN(C)CC1=CC=C(C=C1)C1=CNC(C2=CC=CC(=C12)O)=O (1,2-Dihydro-4-[4-(dimethylaminomethyl)phenyl]-5-hydroxy-1-oxoisoquinoline). Isolated yield 67.9%. RXN SMILES: [CH3:1][N:2]([CH2:4][C:5]1[CH:10]=[CH:9][C:8]([C:11]2[C:20]3[C:15](=[CH:16][CH:17]=[CH:18][C:19]=3[OH:21])[C:14]([O:22]C)=[N:13][CH:12]=2)=[CH:7][CH:6]=1)[CH3:3].Br.O>C(O)(=O)C>[CH3:3][N:2]([CH2:4][C:5]1[CH:6]=[CH:7][C:8]([C:11]2[C:20]3[C:15](=[CH:16][CH:17]=[CH:18][C:19]=3[OH:21])[C:14](=[O:22])[NH:13][CH:12]=2)=[CH:9][CH:10]=1)[CH3:1]. Procedure details: Process 2: To a solution of 4-[4-(dimethylaminomethyl)phenyl]-5-hydroxy-1-methoxyisoquinoline (102 mg, 331 μmol) in acetic acid (15 mL) were added 47% hydrobromic acid (1.5 mL) and water (1.5 mL), and the mixture was refluxed for 1 hour. Water was added to the residue obtained by concentrating the reaction mixture under reduced pressure, which was made basic with saturated aqueous solution of sodium hydrogen carbonate. The precipitated crystals were collected by filtration, washed with water, an... The product is OCCC1N(CCCC1)C(=O)N(CCCCCCCCCCCCCCCCCC)C ([2-(2-hydroxyethyl)piperidino]-N-methyl-N-octadecyl formamide). Reaction SMILES: [OH:1][CH2:2][CH2:3][CH:4]1[CH2:9][CH2:8][CH2:7][CH2:6][NH:5]1.[C:10](Cl)(=O)[O:11]C1C=CC=CC=1.[N:20]1[CH:25]=[CH:24][CH:23]=[CH:22][CH:21]=1.CN[CH2:28][CH2:29][CH2:30][CH2:31][CH2:32][CH2:33][CH2:34][CH2:35][CH2:36][CH2:37][CH2:38][CH2:39][CH2:40]CCCCC.[CH2:46](Cl)Cl>>[OH:1][CH2:2][CH2:3][CH:4]1[CH2:9][CH2:8][CH2:7][CH2:6][N:5]1[C:10]([N:20]([CH3:46])[CH2:25][CH2:24][CH2:23][CH2:22][CH2:21][CH2:28][CH2:29][CH2:30][CH2:31][CH2:32][CH2:33][CH2:34][CH2:35][CH2:36][CH2:37][CH2:38][CH2:39][CH3:40])=[O:11]. Procedure: [2-(2-Hydroxyethyl)piperidine is reacted with phenyl chlorocarbonate in methylene chloride in the presence of pyridine and further reacted with N-methyl-N-octadecylamine to obtain [2-(2-hydroxyethyl)piperidino]-N-methyl-N-octadecyl formamide. The reactants are CNCCCCCCCCCCCCCCCCCC (N-methyl-N-octadecylamine), OCCC1NCCCC1 (2-(2-Hydroxyethyl)piperidine), C(OC1=CC=CC=C1)(=O)Cl (phenyl chlorocarbonate), N1=CC=CC=C1 (pyridine), C(Cl)Cl (methylene chloride). Reactants: NC1=NC(=C(C(=N1)N[C@@H]1[C@H]([C@H]([C@@H](C1)CO)O)O)N=NC1=CC=C(C=C1)Cl)Cl ((1S,2R,3S,5S)-3-[[2-amino-6-chloro-5-[(4-chlorophenyl)azo]-4-pyrimidinyl]amino]-5-(hydroxymethyl)-1,2-cyclopentanediol), ClC1=C(N)C=CC=C1 (2-chloroaniline). The product is Compound 9, NC1=NC(=C(C(=N1)N[C@@H]1[C@H]([C@H]([C@@H](C1)CO)O)O)N=NC1=C(C=CC=C1)Cl)Cl ((1S,2R,3S,5S)-3-[[2-amino-6-chloro-5-[(2-chlorophenyl)azo]-4-pyrimidinyl]amino]-5-(hydroxymethyl)-1,2-cyclopentanediol). Reaction SMILES: [NH2:1][C:2]1[N:7]=[C:6]([NH:8][C@H:9]2[CH2:13][C@@H:12]([CH2:14][OH:15])[C@H:11]([OH:16])[C@@H:10]2[OH:17])[C:5]([N:18]=[N:19]C2C=CC(Cl)=CC=2)=[C:4]([Cl:27])[N:3]=1.[Cl:28][C:29]1[CH:35]=[CH:34][CH:33]=[CH:32][C:30]=1N>>[NH2:1][C:2]1[N:7]=[C:6]([NH:8][C@H:9]2[CH2:13][C@@H:12]([CH2:14][OH:15])[C@H:11]([OH:16])[C@@H:10]2[OH:17])[C:5]([N:18]=[N:19][C:30]2[CH:32]=[CH:33][CH:34]=[CH:35][C:29]=2[Cl:28])=[C:4]([Cl:27])[N:3]=1. Procedure details: Compound 9, (1S,2R,3S,5S)-3-[[2-amino-6-chloro-5-[(2-chlorophenyl)azo]-4-pyrimidinyl]amino]-5-(hydroxymethyl)-1,2-cyclopentanediol was prepared by the same method used for Compound 11, using a stoichiometric amount of 2-chloroaniline instead of 4-chloroaniline. Reactants: [N+](=O)([O-])C1=CC(=C(C=C1)C)O (4-nitro-2-hydroxytoluene), FC(F)(F)S(=O)(=O)OCC(F)(F)F (2,2,2-trifluoroethyl trifluoromethylsulfonate), C(=O)([O-])[O-].[Cs+].[Cs+] (Cs2CO3). Reaction conditions: temperature 0 celsius, time 30 minute. Reported procedure: To a stirred solution of 4-nitro-2-hydroxytoluene (5 g, 33 mmol) in DMF (75 mL) at 0° C. was added 2,2,2-trifluoroethyl trifluoromethylsulfonate (13 g, 62 mmol) and Cs2CO3 (20 g, 62 mmol). The mixture was stirred at 0° C. for 30 min and then at ambient temperature for 2 h. The mixture was diluted with EtOAc (150 mL) and filtered. The filtrate solvents were removed under reduced pressure and the residue was dissolved in EtOAc (200 mL) and washed with saturated aqueous NaHCO3 (2×100 mL) and brine ... Run in CN(C)C=O (DMF), CCOC(=O)C (EtOAc). Yields the product [N+](=O)([O-])C1=CC(=C(C=C1)C)OCC(F)(F)F (4-Nitro-2-(2,2,2-trifluoroethoxy)toluene). Reaction SMILES: [N+:1]([C:4]1[CH:9]=[CH:8][C:7]([CH3:10])=[C:6]([OH:11])[CH:5]=1)([O-:3])=[O:2].FC(S(O[CH2:20][C:21]([F:24])([F:23])[F:22])(=O)=O)(F)F.C([O-])([O-])=O.[Cs+].[Cs+]>CN(C=O)C.CCOC(C)=O>[N+:1]([C:4]1[CH:9]=[CH:8][C:7]([CH3:10])=[C:6]([O:11][CH2:20][C:21]([F:24])([F:23])[F:22])[CH:5]=1)([O-:3])=[O:2] |f:2.3.4|. Starting materials: O=C([O-])[O-], COc1cc2c(Cl)ncnc2cc1OCCCN1CCN(C)CC1, Oc1ccc2[nH]ccc2c1F, [K+], [K+], CN(C)C=O. The product is COc1cc2c(Oc3ccc4[nH]ccc4c3F)ncnc2cc1OCCCN1CCN(C)CC1. RXN SMILES: [C:36](=[O:37])([O-:38])[O-:39].[Cl:1][c:2]1[n:3][cH:4][n:5][c:6]2[cH:7][c:8]([O:14][CH2:15][CH2:16][CH2:17][N:18]3[CH2:19][CH2:20][N:21]([CH3:24])[CH2:22][CH2:23]3)[c:9]([O:12][CH3:13])[cH:10][c:11]12.[F:25][c:26]1[c:27]2[cH:28][cH:29][nH:30][c:31]2[cH:32][cH:33][c:34]1[OH:35].[K+:40].[K+:41].[O:42]=[CH:43][N:44]([CH3:45])[CH3:46]>>[c:2]1([O:35][c:34]2[c:26]([F:25])[c:27]3[cH:28][cH:29][nH:30][c:31]3[cH:32][cH:33]2)[n:3][cH:4][n:5][c:6]2[cH:7][c:8]([O:14][CH2:15][CH2:16][CH2:17][N:18]3[CH2:19][CH2:20][N:21]([CH3:24])[CH2:22][CH2:23]3)[c:9]([O:12][CH3:13])[cH:10][c:11]12. Yields the product CC(C)(C)OC(=O)N1CC2CC2(COCc2cc(C(F)(F)F)cc(C(F)(F)F)c2)C1c1ccccc1. Starting materials: CC(C)(C)OC(=O)N1CC2CC2(CO)C1c1ccccc1, C1CCOC1, C[Si](C)(C)[N-][Si](C)(C)C, FC(F)(F)c1cc(CI)cc(C(F)(F)F)c1, [K+], O. As a reaction SMILES: [C:1]([CH3:2])([CH3:3])([CH3:4])[O:5][C:6](=[O:7])[N:8]1[CH:9]([c:16]2[cH:17][cH:18][cH:19][cH:20][cH:21]2)[C:10]2([CH2:14][OH:15])[CH2:11][CH:12]2[CH2:13]1.[CH2:49]1[O:50][CH2:51][CH2:52][CH2:53]1.[CH3:22][Si:23]([N-:24][Si:25]([CH3:26])([CH3:27])[CH3:28])([CH3:29])[CH3:30].[I:32][CH2:33][c:34]1[cH:35][c:36]([C:44]([F:45])([F:46])[F:47])[cH:37][c:38]([C:40]([F:41])([F:42])[F:43])[cH:39]1.[K+:31].[OH2:48]>>[C:1]([CH3:2])([CH3:3])([CH3:4])[O:5][C:6](=[O:7])[N:8]1[CH:9]([c:16]2[cH:17][cH:18][cH:19][cH:20][cH:21]2)[C:10]2([CH2:14][O:15][CH2:33][c:34]3[cH:35][c:36]([C:44]([F:45])([F:46])[F:47])[cH:37][c:38]([C:40]([F:41])([F:42])[F:43])[cH:39]3)[CH2:11][CH:12]2[CH2:13]1.